This data is from the Open Reaction Database (ORD), a public repository of structured organic reaction records. The task is: describe an organic reaction: reactants, conditions, products, and yield Reactants: CC(C)(C)C(=O)c1c[nH]c2ncc(Br)nc12, O=C([O-])[O-], OB(O)c1ccnc(Cl)c1, [K+], [K+], C1COCCO1, O. Product: CC(C)(C)C(=O)c1c[nH]c2ncc(-c3ccnc(Cl)c3)nc12. Reaction SMILES: [Br:1][c:2]1[n:3][c:4]2[c:5]([n:6][cH:7]1)[nH:8][cH:9][c:10]2[C:11]([C:12]([CH3:13])([CH3:14])[CH3:15])=[O:16].[C:27](=[O:28])([O-:29])[O-:30].[Cl:17][c:18]1[n:19][cH:20][cH:21][c:22]([B:24]([OH:25])[OH:26])[cH:23]1.[K+:31].[K+:32].[O:33]1[CH2:34][CH2:35][O:36][CH2:37][CH2:38]1.[OH2:39]>>[c:2]1(-[c:22]2[cH:21][cH:20][n:19][c:18]([Cl:17])[cH:23]2)[n:3][c:4]2[c:5]([n:6][cH:7]1)[nH:8][cH:9][c:10]2[C:11]([C:12]([CH3:13])([CH3:14])[CH3:15])=[O:16]. Reactants: COC1=C(CNC=O)C=CC(=C1)OC (N-(2,4-Dimethoxy-benzyl)-formamide), [AlH4-].[Li+] (lithium tetrahydroaluminate), CCOCC (ether). Yields the product COC1=C(CNC)C=CC(=C1)OC ((2,4-Dimethoxy-benzyl)-methyl-amine). Isolated yield 80.6%. RXN SMILES: [CH3:1][O:2][C:3]1[CH:12]=[C:11]([O:13][CH3:14])[CH:10]=[CH:9][C:4]=1[CH2:5][NH:6][CH:7]=O.[AlH4-].[Li+].CCOCC>>[CH3:1][O:2][C:3]1[CH:12]=[C:11]([O:13][CH3:14])[CH:10]=[CH:9][C:4]=1[CH2:5][NH:6][CH3:7] |f:1.2|. Procedure: N-(2,4-Dimethoxy-benzyl)-formamide (0.50 g, 2.6 mmol) was added slowly to a suspension of the lithium tetrahydroaluminate (0.19 g, 5.1 mmol) in ether (30 mL, 200 mmol) at −78° C. The reaction mixture was warmed slowly to rt and stirred at rt under an atmosphere of Argon over night. The reaction was quenched at 0° C. by the sequential addition of 0.19 ml of H2O, 0.19 ml of 15% aq NaOH solution, and 0.57 ml of the H2O. The inorganic solids were removed by filtration and washed with ether. The ethe... The reactants are COC=1C=C(C=CC1)C(=O)C1=NN(C2=C(C=CC=C12)C(F)(F)F)CCC ((3-methoxyphenyl)[1-propyl-7-(trifluoromethyl)-1H-indazol-3-yl]methanone), B(Br)(Br)Br (Boron tribromide). Run in C(Cl)Cl (CH2Cl2). Yields the product OC=1C=C(C=CC1)C(=O)C1=NN(C2=C(C=CC=C12)C(F)(F)F)CCC ((3-hydroxyphenyl)[1-propyl-7-(trifluoromethyl)-1H-indazol-3-yl]methanone). The yield is 33.5%. RXN SMILES: C[O:2][C:3]1[CH:4]=[C:5]([C:9]([C:11]2[C:19]3[C:14](=[C:15]([C:20]([F:23])([F:22])[F:21])[CH:16]=[CH:17][CH:18]=3)[N:13]([CH2:24][CH2:25][CH3:26])[N:12]=2)=[O:10])[CH:6]=[CH:7][CH:8]=1.B(Br)(Br)Br>C(Cl)Cl>[OH:2][C:3]1[CH:4]=[C:5]([C:9]([C:11]2[C:19]3[C:14](=[C:15]([C:20]([F:23])([F:22])[F:21])[CH:16]=[CH:17][CH:18]=3)[N:13]([CH2:24][CH2:25][CH3:26])[N:12]=2)=[O:10])[CH:6]=[CH:7][CH:8]=1. Procedure: A solution of (3-methoxyphenyl)[1-propyl-7-(trifluoromethyl)-1H-indazol-3-yl]methanone (0.24 g, 0.66 mmol) in 10 mL of CH2Cl2 containing 0.2 mL cyclohexene was cooled to −78° C. under an argon atmosphere. Boron tribromide (0.25 mL, 2.65 mmol) was added in one portion and the reaction mixture was allowed to warm to ambient temperature. The reaction was quenched by the careful addition of methanol. The reaction mixture was partitioned with EtOAc and 1 N HCl. The organic phase was washed with brine...